Dataset: the Open Reaction Database (ORD), a public repository of structured organic reaction records. Task: describe an organic reaction: reactants, conditions, products, and yield As a reaction SMILES: [Cl:7][c:8]1[c:9](-[c:13]2[cH:14][n:15][cH:16][cH:17][cH:18]2)[n:10][s:11][n:12]1.[H-:5].[Na+:6].[O:20]1[CH2:21][CH2:22][CH2:23][CH2:24]1.[OH2:19].[OH:1][CH2:2][CH:3]=[CH2:4]>>[O:1]([CH2:2][CH:3]=[CH2:4])[c:8]1[c:9](-[c:13]2[cH:14][n:15][cH:16][cH:17][cH:18]2)[n:10][s:11][n:12]1. The product is C=CCOc1nsnc1-c1cccnc1. Starting materials: Clc1nsnc1-c1cccnc1, [H-], [Na+], C1CCOC1, O, C=CCO. The reactants are COC(C1=CC=C(C=C1)N1CCN(CC1)CC)=O (4-(4-Ethyl-piperazin-1-yl)-benzoic acid methyl ester), Cl (HCl). Reaction conditions: temperature 2 celsius. Product: Cl.C(C)N1CCN(CC1)C1=CC=C(C(=O)O)C=C1 (4-(4-Ethyl-piperazin-1-yl)-benzoic acid hydrochlorid). As a reaction SMILES: C[O:2][C:3](=[O:18])[C:4]1[CH:9]=[CH:8][C:7]([N:10]2[CH2:15][CH2:14][N:13]([CH2:16][CH3:17])[CH2:12][CH2:11]2)=[CH:6][CH:5]=1.[ClH:19]>>[ClH:19].[CH2:16]([N:13]1[CH2:14][CH2:15][N:10]([C:7]2[CH:8]=[CH:9][C:4]([C:3]([OH:18])=[O:2])=[CH:5][CH:6]=2)[CH2:11][CH2:12]1)[CH3:17] |f:2.3|. Reported procedure: 4-(4-Ethyl-piperazin-1-yl)-benzoic acid methyl ester (15 mmol) is dissolved in 4N HCl (35 ml) and heated under reflux for 8 hours. The mixture is cooled in an ice bath to 0-4° C. and the solid material formed is filtered off, washed with acetone and dried (vacuum). A grey powder with mp. >270° C., Rf=0.08 (CH2Cl2/MeOH=9:1) is obtained. The reactants are Cl.COC=1C=C(C=CC1OC)C=1C(C(N(N1)C1CCNCC1)=O)(C)C (5-(3,4-dimethoxyphenyl)-4,4-dimethyl-2-(piperidin-4-yl)-2,4-dihydro-3H-pyrazol-3-one hydrochloride), Cl.COC=1C=C(C=CC1OC)C=1C(C(N(N1)C1CCNCC1)=O)(C)C (5-(3,4-dimethoxyphenyl)-4,4-dimethyl-2-(piperidin-4-yl)-2,4-dihydro-3H-pyrazol-3-one hydrochloride), N1=CC=CC2=CC=C(C=C12)C(=O)O (quinoline-7-carboxylic acid). The product is COC=1C=C(C=CC1OC)C=1C(C(N(N1)C1CCN(CC1)C(=O)C1=CC=C2C=CC=NC2=C1)=O)(C)C (5-(3,4-Dimethoxyphenyl)-4,4-dimethyl-2-[1-(quinolin-7-ylcarbonyl)piperidin-4-yl]-2,4-dihydro-3H-pyrazol-3-one). RXN SMILES: Cl.[CH3:2][O:3][C:4]1[CH:5]=[C:6]([C:12]2[C:13]([CH3:25])([CH3:24])[C:14](=[O:23])[N:15]([CH:17]3[CH2:22][CH2:21][NH:20][CH2:19][CH2:18]3)[N:16]=2)[CH:7]=[CH:8][C:9]=1[O:10][CH3:11].[N:26]1[C:35]2[C:30](=[CH:31][CH:32]=[C:33]([C:36](O)=[O:37])[CH:34]=2)[CH:29]=[CH:28][CH:27]=1>>[CH3:2][O:3][C:4]1[CH:5]=[C:6]([C:12]2[C:13]([CH3:25])([CH3:24])[C:14](=[O:23])[N:15]([CH:17]3[CH2:22][CH2:21][N:20]([C:36]([C:33]4[CH:34]=[C:35]5[C:30]([CH:29]=[CH:28][CH:27]=[N:26]5)=[CH:31][CH:32]=4)=[O:37])[CH2:19][CH2:18]3)[N:16]=2)[CH:7]=[CH:8][C:9]=1[O:10][CH3:11] |f:0.1|. Procedure details: The title compound is prepared analogously as described for GP2-WU2 using 5-(3,4-dimethoxyphenyl)-4,4-dimethyl-2-(piperidin-4-yl)-2,4-dihydro-3H-pyrazol-3-one (compound B1) and quinoline-7-carboxylic acid as starting compounds. The crude product is purified by chromatography (amino phase silica gel and DCM) and by crystallization from DCM and diethyl ether to yield the title compound. Reactants: [Al+3], C=CCOc1cccc2c1CCCC2=O, C[Si](C)(C)C#N, [H-], [H-], [H-], [H-], [Li+]. Yields the product C=CCOc1cccc2c1CCCC2(O)CN. As a reaction SMILES: [Al+3:23].[CH2:1]([CH:2]=[CH2:3])[O:4][c:5]1[c:6]2[c:11]([cH:12][cH:13][cH:14]1)[C:10](=[O:15])[CH2:9][CH2:8][CH2:7]2.[CH3:16][Si:17]([CH3:18])([CH3:19])[C:20]#[N:21].[H-:22].[H-:25].[H-:26].[H-:27].[Li+:24]>>[CH2:1]([CH:2]=[CH2:3])[O:4][c:5]1[c:6]2[c:11]([cH:12][cH:13][cH:14]1)[C:10]([OH:15])([CH2:20][NH2:21])[CH2:9][CH2:8][CH2:7]2.